This data is from the Open Reaction Database (ORD), a public repository of structured organic reaction records. The task is: describe an organic reaction: reactants, conditions, products, and yield Reactants: C1CCOC1 (THF), BrC1=CC=C(OCCCN2CCC(CC2)C(O)(C2=CC=CC=C2)C2=CC=CC=C2)C=C1 ((1-(3-(4-bromophenoxy)propyl)piperidin-4-yl)diphenylmethanol), CsCO3, N1=CC=C(C=C1)B(O)O (pyridin-4-ylboronic acid). Reagents/catalysts: C1=CC=C(C=C1)P([C-]2C=CC=C2)C3=CC=CC=C3.C1=CC=C(C=C1)P([C-]2C=CC=C2)C3=CC=CC=C3.Cl[Pd]Cl.[Fe+2] (Pd(dppf)Cl2). Run in O (water). Conditions: temperature 90 celsius. Yields the product C1(=CC=CC=C1)C(O)(C1CCN(CC1)CCCOC1=CC=C(C=C1)C1=CC=NC=C1)C1=CC=CC=C1 (Diphenyl(1-(3-(4-(pyridin-4-yl)phenoxy)propyl)piperidin-4-yl)methanol). Yield: 41.8%. As a reaction SMILES: Br[C:2]1[CH:31]=[CH:30][C:5]([O:6][CH2:7][CH2:8][CH2:9][N:10]2[CH2:15][CH2:14][CH:13]([C:16]([C:24]3[CH:29]=[CH:28][CH:27]=[CH:26][CH:25]=3)([C:18]3[CH:23]=[CH:22][CH:21]=[CH:20][CH:19]=3)[OH:17])[CH2:12][CH2:11]2)=[CH:4][CH:3]=1.[N:32]1[CH:37]=[CH:36][C:35](B(O)O)=[CH:34][CH:33]=1.C1COCC1>C1C=CC(P(C2C=CC=CC=2)[C-]2C=CC=C2)=CC=1.C1C=CC(P(C2C=CC=CC=2)[C-]2C=CC=C2)=CC=1.Cl[Pd]Cl.[Fe+2].O>[C:18]1([C:16]([C:24]2[CH:29]=[CH:28][CH:27]=[CH:26][CH:25]=2)([CH:13]2[CH2:14][CH2:15][N:10]([CH2:9][CH2:8][CH2:7][O:6][C:5]3[CH:30]=[CH:31][C:2]([C:35]4[CH:36]=[CH:37][N:32]=[CH:33][CH:34]=4)=[CH:3][CH:4]=3)[CH2:11][CH2:12]2)[OH:17])[CH:23]=[CH:22][CH:21]=[CH:20][CH:19]=1 |f:3.4.5.6|. Procedure: Bromide intermediate (1-(3-(4-bromophenoxy)propyl)piperidin-4-yl)diphenylmethanol (A1) (75 mg, 0.15 mmol), Pd(dppf)Cl2 (15 mg), CsCO3 (150 mg), and pyridin-4-ylboronic acid (30 mg) was placed under an argon atmosphere in a microwave vial. Degassed THF (3 mL) and 0.1 mL of water was added via syringe and the mixture heated for 30 min. at 90° C. in a Biotage microwave reactor. The reaction was partitioned between EtOAc (10 mL) and water (3 mL) and the organic phase isolated. The organic phase was ... Reactants: Clc1ccnc2cc(CBr)ccc12, CC1C(=O)NCCN1C(=O)OCc1ccccc1, C1CCOC1, [H-], [Na+]. Product: CC1C(=O)N(Cc2ccc3c(Cl)ccnc3c2)CCN1C(=O)OCc1ccccc1. Reaction SMILES: [Br:21][CH2:22][c:23]1[cH:24][cH:25][c:26]2[c:27]([Cl:33])[cH:28][cH:29][n:30][c:31]2[cH:32]1.[CH2:1]([c:2]1[cH:3][cH:4][cH:5][cH:6][cH:7]1)[O:8][C:9](=[O:10])[N:11]1[CH:12]([CH3:18])[C:13](=[O:17])[NH:14][CH2:15][CH2:16]1.[CH2:34]1[O:35][CH2:36][CH2:37][CH2:38]1.[H-:19].[Na+:20]>>[CH2:1]([c:2]1[cH:3][cH:4][cH:5][cH:6][cH:7]1)[O:8][C:9](=[O:10])[N:11]1[CH:12]([CH3:18])[C:13](=[O:17])[N:14]([CH2:22][c:23]2[cH:24][cH:25][c:26]3[c:27]([Cl:33])[cH:28][cH:29][n:30][c:31]3[cH:32]2)[CH2:15][CH2:16]1. The reactants are CCN(C(C)C)C(C)C, CCCCCC(C=CC1C(OC2CCCCO2)CC(=O)C1COS(C)(=O)=O)OC1CCCCO1. Yields the product C=C1C(=O)CC(OC2CCCCO2)C1C=CC(CCCCC)OC1CCCCO1. RXN SMILES: [CH:35]([N:36]([CH:37]([CH3:38])[CH3:39])[CH2:40][CH3:41])([CH3:42])[CH3:43].[O:1]1[CH:2]([O:7][CH:8]2[CH:9]([CH:20]=[CH:21][CH:22]([CH2:23][CH2:24][CH2:25][CH2:26][CH3:27])[O:28][CH:29]3[O:30][CH2:31][CH2:32][CH2:33][CH2:34]3)[CH:10]([CH2:14][O:15][S:16]([CH3:17])(=[O:18])=[O:19])[C:11](=[O:13])[CH2:12]2)[CH2:3][CH2:4][CH2:5][CH2:6]1>>[O:1]1[CH:2]([O:7][CH:8]2[CH:9]([CH:20]=[CH:21][CH:22]([CH2:23][CH2:24][CH2:25][CH2:26][CH3:27])[O:28][CH:29]3[O:30][CH2:31][CH2:32][CH2:33][CH2:34]3)[C:10](=[CH2:14])[C:11](=[O:13])[CH2:12]2)[CH2:3][CH2:4][CH2:5][CH2:6]1. The reactants are N1=CC(=CC=C1)CCCCN (3-pyridinebutanamine), S(=O)(Cl)Cl (thionyl chloride), C1(=CC=C(C=C1)C(=O)O)C1=CC=CC=C1 (biphenyl-4-carboxylic acid), CN(C)C=O (DMF). The solvent is ClCCl (dichloromethane), ClCCl (dichloromethane). Run at time 10 minute. Product: N1=CC(=CC=C1)CCCCNC(=O)C=1C(=CC=CC1)C1=CC=CC=C1 (N-[4-(3-pyridinyl)butyl][1,1'-biphenyl]-carboxamide). Isolated yield 61.0%. As a reaction SMILES: [C:1]1([C:10]2[CH:15]=[CH:14][CH:13]=[CH:12][CH:11]=2)[CH:6]=[CH:5][C:4](C(O)=O)=[CH:3][CH:2]=1.S(Cl)(Cl)=O.[N:20]1[CH:25]=[CH:24][CH:23]=[C:22]([CH2:26][CH2:27][CH2:28][CH2:29][NH2:30])[CH:21]=1.CN([CH:34]=[O:35])C>ClCCl>[N:20]1[CH:25]=[CH:24][CH:23]=[C:22]([CH2:26][CH2:27][CH2:28][CH2:29][NH:30][C:34]([C:15]2[C:10]([C:1]3[CH:2]=[CH:3][CH:4]=[CH:5][CH:6]=3)=[CH:11][CH:12]=[CH:13][CH:14]=2)=[O:35])[CH:21]=1. Procedure: A suspension of 5.0 g of biphenyl-4-carboxylic acid in 20 mL of dichloromethane and 0.5 mL of DMF was treated with 2.1 mL of thionyl chloride and the resulting mixture was heated to reflux until a clear solution was obtained. The mixture was cooled to room temperature and 7.8 g of 3-pyridinebutanamine was slowly added. The reaction mixture was stirred for 10 minutes. was diluted with 150 mL of dichloromethane and was washed with 50 mL of 1N sodium hydroxide. The organic layer was dried over pota...